Dataset: the Open Reaction Database (ORD), a public repository of structured organic reaction records. Task: describe an organic reaction: reactants, conditions, products, and yield The reactants are C[Si](C)(C)N=C=O, NC(=O)c1sc(-c2ccsc2)cc1N. The product is NC(=O)Nc1cc(-c2ccsc2)sc1C(N)=O. Reaction SMILES: [CH3:15][Si:16]([CH3:17])([CH3:18])[N:19]=[C:20]=[O:21].[NH2:1][c:2]1[c:3]([C:12](=[O:13])[NH2:14])[s:4][c:5](-[c:7]2[cH:8][s:9][cH:10][cH:11]2)[cH:6]1>>[NH:1]([c:2]1[c:3]([C:12](=[O:13])[NH2:14])[s:4][c:5](-[c:7]2[cH:8][s:9][cH:10][cH:11]2)[cH:6]1)[C:20]([NH2:19])=[O:21]. Starting materials: FC(C=1C=C(C=CC1C(F)(F)F)C(CC(C(F)(F)F)=O)=O)(F)F (1-(3,4-bis-trifluoromethyl-phenyl)-4,4,4-trifluoro-butane-1,3-dione), 3,4-bis-trifluoromethyl-acetophenone, NC1=NNC=C1C1=CC=NC=C1 (3-amino-4-(4-pyridinyl)-pyrazole). Yields the product FC(C=1C=C(C=CC1C(F)(F)F)C1=NC=2N(C(=C1)C(F)(F)F)N=CC2C2=CC=NC=C2)(F)F (5-(3,4-Bis-trifluoromethyl-phenyl)-3-pyridin-4-yl-7-trifluoromethyl-pyrazolo[1,5-a]pyrimidine). The yield is 34.9%. RXN SMILES: [F:1][C:2]([F:23])([F:22])[C:3]1[CH:4]=[C:5]([C:13](=O)[CH2:14][C:15](=O)[C:16]([F:19])([F:18])[F:17])[CH:6]=[CH:7][C:8]=1[C:9]([F:12])([F:11])[F:10].[NH2:24][C:25]1[C:29]([C:30]2[CH:35]=[CH:34][N:33]=[CH:32][CH:31]=2)=[CH:28][NH:27][N:26]=1>>[F:1][C:2]([F:23])([F:22])[C:3]1[CH:4]=[C:5]([C:13]2[CH:14]=[C:15]([C:16]([F:19])([F:18])[F:17])[N:26]3[N:27]=[CH:28][C:29]([C:30]4[CH:35]=[CH:34][N:33]=[CH:32][CH:31]=4)=[C:25]3[N:24]=2)[CH:6]=[CH:7][C:8]=1[C:9]([F:12])([F:11])[F:10]. Procedure details: Reaction of 1-(3,4-bis-trifluoromethyl-phenyl)-4,4,4-trifluoro-butane-1,3-dione (176 mg, 0.5 mmol), prepared from commercially available 3,4-bis-trifluoromethyl-acetophenone [CAS No. 129604-25-7] according to general procedure A, and 3-amino-4-(4-pyridinyl)-pyrazole [CAS No. 216661-87-9; prepared from 4-cyanomethyl-pyridine as described in Bioorg. Med. Chem. Lett. 12 (2002) 3537-3541] (80 mg, 0.5 mmol) according to general procedure B yielded the title compound as a yellow solid (83 mg, 35%). Ye... Reactants: O=C(c1ccccc1)n1c(=O)ccn(CCCCCOC(c2ccccc2)(c2ccccc2)c2ccccc2)c1=O, [Na+], C1COCCO1, [OH-]. Yields the product O=c1ccn(CCCCCOC(c2ccccc2)(c2ccccc2)c2ccccc2)c(=O)[nH]1. As a reaction SMILES: [C:1](=[O:2])([c:3]1[cH:4][cH:5][cH:6][cH:7][cH:8]1)[n:9]1[c:10](=[O:41])[n:11]([CH2:16][CH2:17][CH2:18][CH2:19][CH2:20][O:21][C:22]([c:23]2[cH:24][cH:25][cH:26][cH:27][cH:28]2)([c:29]2[cH:30][cH:31][cH:32][cH:33][cH:34]2)[c:35]2[cH:36][cH:37][cH:38][cH:39][cH:40]2)[cH:12][cH:13][c:14]1=[O:15].[Na+:43].[O:44]1[CH2:45][CH2:46][O:47][CH2:48][CH2:49]1.[OH-:42]>>[nH:9]1[c:10](=[O:41])[n:11]([CH2:16][CH2:17][CH2:18][CH2:19][CH2:20][O:21][C:22]([c:23]2[cH:24][cH:25][cH:26][cH:27][cH:28]2)([c:29]2[cH:30][cH:31][cH:32][cH:33][cH:34]2)[c:35]2[cH:36][cH:37][cH:38][cH:39][cH:40]2)[cH:12][cH:13][c:14]1=[O:15]. Starting materials: COC=1C(=C(CN2CCN(CC2)C(=S)SC)C=CC1OC)O (methyl 4-(3,4-dimethoxy-2-hydroxybenzyl)-1-piperazinecarbodithioate), 1-N, Cl.CCOCC (HCl ether). Reagents/catalysts: C[C@@H]1OC[C@@H]2[C@@H](O1)[C@@H]([C@H]([C@@H](O2)OC3[C@H]4COC(=O)[C@@H]4[C@@H](C5=CC6=C(C=C35)OCO6)C7=CC(=C(C(=C7)OC)O)OC)O)O.C1CN(P(=O)(OC1)NCCCl)CCCl.[NH2-].[NH2-].Cl[Pt+2]Cl (ice 1). The solvent is C(Cl)(Cl)Cl (chloroform). Product: Cl.COC=1C(=C(CN2CCN(CC2)C(=S)SC)C=CC1OC)O (Methyl 4-(3,4-dimethoxy-2-hydroxybenzyl)-1-piperazinecarbodithioate hydrochloride). Isolated yield 95.9%. RXN SMILES: [CH3:1][O:2][C:3]1[C:4]([OH:22])=[C:5]([CH:17]=[CH:18][C:19]=1[O:20][CH3:21])[CH2:6][N:7]1[CH2:12][CH2:11][N:10]([C:13]([S:15][CH3:16])=[S:14])[CH2:9][CH2:8]1.[ClH:23].CCOCC>C(Cl)(Cl)Cl.C[C@H]1O[C@H]2[C@H](O)[C@@H](O)[C@H](OC3C4C(=CC5OCOC=5C=4)[C@@H](C4C=C(OC)C(O)=C(OC)C=4)[C@@H]4[C@@H]3COC4=O)O[C@@H]2CO1.C1COP(NCCCl)(=O)N(CCCl)C1.[NH2-].[NH2-].Cl[Pt+2]Cl>[ClH:23].[CH3:1][O:2][C:3]1[C:4]([OH:22])=[C:5]([CH:17]=[CH:18][C:19]=1[O:20][CH3:21])[CH2:6][N:7]1[CH2:8][CH2:9][N:10]([C:13]([S:15][CH3:16])=[S:14])[CH2:11][CH2:12]1 |f:1.2,4.5.6.7.8,9.10|. Procedure details: In 1 ml of chloroform was dissolved 0.5 g of methyl 4-(3,4-dimethoxy-2-hydroxybenzyl)-1-piperazinecarbodithioate. To the solution was dropwise added under chilling with ice 1.46 ml of 1-N HCl/ether mixture, and the resulting mixture was stirred at room temperature. Precipitated crystals were collected by filtration and washed with 6 ml of ether to give 0.53 g of the desired compound as a white powder, m.p. 204°-205° C. (decomp.), yield 95.9%. The reactants are ClC=1C=CC=2C(=C3C(=NC2C1)CCNCC3)C (8-chloro-1,2,4,5-tetrahydro-11-methyl-3H-azepino[4,5-b]quinoline), ClC(=O)OCC (ethyl chloroformate). Product: Cl.C(C)OC(=O)N1CCC2=NC=3C=C(C=CC3C(=C2CC1)C)Cl (8-Chloro-1,2,4,5-tetrahydro-11-methyl-3-azepino[4,5-b]quinoline-carboxylic acid ethyl ester hydrochloride). Isolated yield 70.0%. As a reaction SMILES: [Cl:1][C:2]1[CH:3]=[CH:4][C:5]2[C:6]([CH3:17])=[C:7]3[CH2:16][CH2:15][NH:14][CH2:13][CH2:12][C:8]3=[N:9][C:10]=2[CH:11]=1.Cl[C:19]([O:21][CH2:22][CH3:23])=[O:20]>>[ClH:1].[CH2:22]([O:21][C:19]([N:14]1[CH2:15][CH2:16][C:7]2[C:8](=[N:9][C:10]3[CH:11]=[C:2]([Cl:1])[CH:3]=[CH:4][C:5]=3[C:6]=2[CH3:17])[CH2:12][CH2:13]1)=[O:20])[CH3:23] |f:2.3|. Procedure details: 8-Chloro-1,2,4,5-tetrahydro-11-methyl-3-azepino[4,5-b]quinoline-carboxylic acid ethyl ester hydrochloride was prepared from 8-chloro-1,2,4,5-tetrahydro-11-methyl-3H-azepino[4,5-b]quinoline and ethyl chloroformate analogous to Example 155. The reactants are Cl (hydrochloric acid), C1=CC=CC=2C3=CC=CC=C3C(C12)COC(NC1=CC=C(C=C1)SC1=C(C=C(C=C1)C(NC=1C=NC(=CC1)OC)=O)NC=1C2=C(N=CN1)N=C(C=C2)C(C)C)=O ({4-[2-(7-Isopropyl-pyrido[2,3-d]pyrimidin-4-ylamino)-4-(6-methoxy-pyridin-3-ylcarbamoyl)-phenylsulfanyl]-phenyl}-carbamic acid 9H-fluoren-9-ylmethyl ester), O.[OH-].[Li+] (lithium hydroxide monohydrate). Solvent: C(C)(=O)OCC (ethyl acetate), O (water), O1CCOCC1 (1,4-dioxane), O (water). Run at temperature 70 celsius. The product is NC1=CC=C(C=C1)SC1=C(C=C(C(=O)NC=2C=NC(=CC2)OC)C=C1)NC=1C2=C(N=CN1)N=C(C=C2)C(C)C (4-(4-Amino-phenylsulfanyl)-3-(7-isopropyl-pyrido[2,3-d]pyrimidin-4-ylamino)-N-(6-methoxy-pyridin-3-yl)-benzamide). The yield is 76.6%. RXN SMILES: C1C2C(COC(=O)[NH:17][C:18]3[CH:23]=[CH:22][C:21]([S:24][C:25]4[CH:30]=[CH:29][C:28]([C:31](=[O:41])[NH:32][C:33]5[CH:34]=[N:35][C:36]([O:39][CH3:40])=[CH:37][CH:38]=5)=[CH:27][C:26]=4[NH:42][C:43]4[C:44]5[CH:52]=[CH:51][C:50]([CH:53]([CH3:55])[CH3:54])=[N:49][C:45]=5[N:46]=[CH:47][N:48]=4)=[CH:20][CH:19]=3)C3C(=CC=CC=3)C=2C=CC=1.O.[OH-].[Li+].Cl>O1CCOCC1.O.C(OCC)(=O)C>[NH2:17][C:18]1[CH:23]=[CH:22][C:21]([S:24][C:25]2[CH:30]=[CH:29][C:28]([C:31]([NH:32][C:33]3[CH:34]=[N:35][C:36]([O:39][CH3:40])=[CH:37][CH:38]=3)=[O:41])=[CH:27][C:26]=2[NH:42][C:43]2[C:44]3[CH:52]=[CH:51][C:50]([CH:53]([CH3:55])[CH3:54])=[N:49][C:45]=3[N:46]=[CH:47][N:48]=2)=[CH:20][CH:19]=1 |f:1.2.3|. Procedure details: A solution of the product of Example 201C (121.8 mg, 0.1603 mmol) in 1,4-dioxane (3 mL) was treated with a solution of lithium hydroxide monohydrate (13.5 mg, 0.3206 mmol) in water (1.5 mL) at ambient temperature, then heated at 70° C. for 30 minutes. The reaction was cooled to room temperature, diluted with ethyl acetate (75 mL) and water (30 mL), adjusted the aqueous pH to 6 with 1N aqueous hydrochloric acid, and separated the layers. The organic phase was washed with water (2×25 mL) and brine... Starting materials: Cc1cccc(CN)c1, COCCOC, CS(=O)c1nc(N)nc(-c2ccco2)c1C#N. Product: Cc1cccc(CNc2nc(N)nc(-c3ccco3)c2C#N)c1. Reaction SMILES: [CH3:18][c:19]1[cH:20][c:21]([CH2:22][NH2:23])[cH:24][cH:25][cH:26]1.[CH3:27][O:28][CH2:29][CH2:30][O:31][CH3:32].[NH2:1][c:2]1[n:3][c:4]([S:15]([CH3:16])=[O:17])[c:5]([C:13]#[N:14])[c:6](-[c:8]2[o:9][cH:10][cH:11][cH:12]2)[n:7]1>>[NH2:1][c:2]1[n:3][c:4]([NH:23][CH2:22][c:21]2[cH:20][c:19]([CH3:18])[cH:26][cH:25][cH:24]2)[c:5]([C:13]#[N:14])[c:6](-[c:8]2[o:9][cH:10][cH:11][cH:12]2)[n:7]1. As a reaction SMILES: [S:1]1[CH:5]=[CH:4][C:3]([C:6](=[O:12])[C:7]([O:9]CC)=[O:8])=[CH:2]1.[OH-].[Na+].CO>O>[S:1]1[CH:5]=[CH:4][C:3]([C:6](=[O:12])[C:7]([OH:9])=[O:8])=[CH:2]1 |f:1.2|. Reactants: S1C=C(C=C1)C(C(=O)OCC)=O (ethyl thien-3-yl-glyoxylate), [OH-].[Na+] (sodium hydroxide), CO (methanol). Run at time 1 hour. The solvent is O (water). Yields the product S1C=C(C=C1)C(C(=O)O)=O (Thien-3-yl-glyoxylic acid). Procedure: To a mixture of ethyl thien-3-yl-glyoxylate (10 g) and 2 N-sodium hydroxide (50 ml) was added sufficient methanol to produce a homogeneous solution, and the reaction was allowed to stand at room temperature for one hour. The solution was poured into water, extracted with ether, acidified with 2 N-hydrochloric acid and extracted with ether. The combined extracts were dried and evaporated to give an oil which was triturated with benzene-petroleum ether, and the resulting solid filtered and dried (... Starting materials: C1(=CC=CC=C1)C=1C=C(SC1)C(=O)O (4-phenyl-thiophene-2-carboxylic acid), CCN(C(C)C)C(C)C (DIPEA), OC(=O)C(F)(F)F.NCC(=O)N1CCN(CC1)C(C1=C(C=CC=C1)C(F)(F)F)=O (2-amino-1-[4-(2-trifluoromethyl-benzoyl)-piperazin-1-yl]-ethanone TFA salt), C=1C=CC2=C(C1)N=NN2O (HOBT), CCN=C=NCCCN(C)C.Cl (EDCI.HCl). The solvent is O (water), CN(C)C=O (DMF). Run at time 2 minute. Product: O=C(CNC(=O)C=1SC=C(C1)C1=CC=CC=C1)N1CCN(CC1)C(C1=C(C=CC=C1)C(F)(F)F)=O (4-phenyl-thiophene-2-carboxylic acid {2-oxo-2-[4-(2-trifluoromethyl-benzoyl)-piperazin-1-yl]-ethyl}-amide). Isolated yield 34.9%. Reaction SMILES: CCN(C(C)C)C(C)C.OC(C(F)(F)F)=O.[NH2:17][CH2:18][C:19]([N:21]1[CH2:26][CH2:25][N:24]([C:27](=[O:38])[C:28]2[CH:33]=[CH:32][CH:31]=[CH:30][C:29]=2[C:34]([F:37])([F:36])[F:35])[CH2:23][CH2:22]1)=[O:20].C1C=CC2N(O)N=NC=2C=1.CCN=C=NCCCN(C)C.Cl.[C:61]1([C:67]2[CH:68]=[C:69]([C:72](O)=[O:73])[S:70][CH:71]=2)[CH:66]=[CH:65][CH:64]=[CH:63][CH:62]=1>CN(C=O)C.O>[O:20]=[C:19]([N:21]1[CH2:22][CH2:23][N:24]([C:27](=[O:38])[C:28]2[CH:33]=[CH:32][CH:31]=[CH:30][C:29]=2[C:34]([F:37])([F:35])[F:36])[CH2:25][CH2:26]1)[CH2:18][NH:17][C:72]([C:69]1[S:70][CH:71]=[C:67]([C:61]2[CH:62]=[CH:63][CH:64]=[CH:65][CH:66]=2)[CH:68]=1)=[O:73] |f:1.2,4.5|. Procedure details: DIPEA (76 mg, 0.59 mmol) was added to a stirred solution of 2-amino-1-[4-(2-trifluoromethyl-benzoyl)-piperazin-1-yl]-ethanone TFA salt (100 mg, 0.24 mmol) in DMF (1 mL). HOBT (32 mg, 0.24 mmol) and EDCI.HCl (45 mg, 0.24 mmol) were then added at room temperature. After 2 minutes, 4-phenyl-thiophene-2-carboxylic acid (40 mg, 0.20 mmol) was added and the resulting mixture was stirred at room temperature for 4 hrs. Cold water was then added and the product was extracted with EtOAc and the organic la... Reactants: CN1C=NC=C1 (3-methylimidazole), C(C)(C)(C)C1=C(C(=CC(=C1)C)C(C)(C)C)O (2,6-di-tert-butyl-4-methylphenol), BrCCCCCCCCCCCOC(C=C)=O (11-bromoundecylacrylate), CN1C=NC=C1 (1-methylimidazole). Yields the product [Br-].C(C=C)(=O)OC(C[N+]1=CN(C=C1)C)CCCCCCCCC (1-(2-acryloyloxyundecyl)-3-methylimidazolium bromide). As a reaction SMILES: [CH3:1][N:2]1[CH:6]=[CH:5][N:4]=[CH:3]1.[Br:7]C[CH2:9][CH2:10][CH2:11][CH2:12][CH2:13][CH2:14][CH2:15][CH2:16][CH2:17][CH2:18][O:19][C:20](=[O:23])[CH:21]=[CH2:22].[C:24](C1C=C(C)C=C(C(C)(C)C)C=1O)(C)(C)C>>[Br-:7].[C:20]([O:19][CH:18]([CH2:17][CH2:16][CH2:15][CH2:14][CH2:13][CH2:12][CH2:11][CH2:10][CH3:9])[CH2:1][N+:2]1[CH:6]=[CH:5][N:4]([CH3:24])[CH:3]=1)(=[O:23])[CH:21]=[CH2:22] |f:3.4|. Procedure details: This intermediate is then quaternarized with 3-methylimidazole. Under N2 atmosphere, a mixture of 11-bromoundecylacrylate (6.08 g, 20 mmol) and 1-methylimidazole (1.64 g, 20 mmol) and a small amount of 2,6-di-tert-butyl-4-methylphenol (inhibitor) was stirred at 40° C. for 48 h, and yielded a viscous liquid. The viscous liquid was purified by the precipitation method with diethyl ether to obtain yellow viscous liquid 1-(2-acryloyloxyundecyl)-3-methylimidazolium bromide. The viscous liquid was dri...